describe an organic reaction: reactants, conditions, products, and yield From a dataset of the Open Reaction Database (ORD), a public repository of structured organic reaction records. The yield is 94.0%. As a reaction SMILES: [Br:1][C:2]1[CH:9]=[CH:8][C:5]([CH:6]=[O:7])=[CH:4][CH:3]=1.[CH2:10](O)[CH2:11][OH:12].C(=O)(O)[O-].[Na+]>C1(C)C=CC=CC=1.O.C1(C)C=CC(S(O)(=O)=O)=CC=1>[Br:1][C:2]1[CH:9]=[CH:8][C:5]([CH:6]2[O:12][CH2:11][CH2:10][O:7]2)=[CH:4][CH:3]=1 |f:2.3,5.6|. Reagents/catalysts: O.C1(=CC=C(C=C1)S(=O)(=O)O)C (toluene-4-sulfonic acid monohydrate). Procedure details: 4-Bromo-benzaldehyde (4.00 g, 21.6 mmol), ethane-1,2-diol (6.03 mL, 108 mmol) and toluene-4-sulfonic acid monohydrate (186 mg, 1.08 mmol) were dissolved in toluene (80 mL), and the solution was stirred under reflux for 4 hours. An aqueous solution of saturated sodium bicarbonate was added to the reaction solution at 0° C., which was then extracted with ethyl acetate, the organic layer was washed with brine, and the organic layer was dried over anhydrous magnesium sulfate. The solvent was evapora... Run in C1(=CC=CC=C1)C (toluene). The reactants are BrC1=CC=C(C=O)C=C1 (4-Bromo-benzaldehyde), C(CO)O (ethane-1,2-diol), C([O-])(O)=O.[Na+] (sodium bicarbonate). The product is BrC1=CC=C(C=C1)C1OCCO1 (2-(4-Bromo-phenyl)-[1,3]dioxolane). Starting materials: [N+](=O)([O-])/C=C/C1=CC=CC=C1 ((E)-(2-nitrovinyl)benzene), C(=O)(C(F)(F)F)O (TFA), C(C1=CC=CC=C1)N(COC)C[Si](C)(C)C (N-benzyl-1-methoxy-N-((trimethylsilyl)methyl)methan-amine). The solvent is C(Cl)Cl (DCM), C(Cl)Cl (DCM). Run at time 48 hour. Product: 3S, C(C1=CC=CC=C1)N1CC(C(C1)C1=CC=CC=C1)[N+](=O)[O-] (1-benzyl-3-nitro-4-phenylpyrrolidine). Reaction SMILES: [N+:1](/[CH:4]=[CH:5]/[C:6]1[CH:11]=[CH:10][CH:9]=[CH:8][CH:7]=1)([O-:3])=[O:2].C(O)(C(F)(F)F)=O.[CH2:19]([N:26]([CH2:30][Si](C)(C)C)[CH2:27]OC)[C:20]1[CH:25]=[CH:24][CH:23]=[CH:22][CH:21]=1>C(Cl)Cl>[CH2:19]([N:26]1[CH2:30][CH:5]([C:6]2[CH:11]=[CH:10][CH:9]=[CH:8][CH:7]=2)[CH:4]([N+:1]([O-:3])=[O:2])[CH2:27]1)[C:20]1[CH:25]=[CH:24][CH:23]=[CH:22][CH:21]=1. Procedure details: To a solution of (E)-(2-nitrovinyl)benzene (110 g, 0.738 mol) and TFA (8.42 g, 0.073 mol) in DCM (500 mL) was added N-benzyl-1-methoxy-N-((trimethylsilyl)methyl)methan-amine (351.4 g, 1.476 mol) in DCM (500 mL) drop-wise at 0° C. for a period of 30 min. Then the reaction mixture was stirred at room temperature for 48 h. After completion of the reaction, the mixture was concentrated in vacuo, dissolved in water, and extracted into EtOAc (×2, 1.0 L). The organic layer was separated, dried over anh... Starting materials: BrC=1C=NC=C(C(=O)O)C1 (5-Bromonicotinic acid), O.ON1N=NC2=C1C=CC=C2 (1-hydroxy-1H-benzotriazole monohydrate), [Cl-].[NH4+] (ammonium chloride), Cl.C(C)N=C=NCCCN(C)C (1-ethyl-3-(3-dimethylaminopropyl)-carbodiimide hydrochloride). Solvent: O (water), C(C)(=O)OCC (Ethyl acetate), C(C)N(CC)CC (triethylamine), CN(C)C=O (DMF). Conditions: time 16 hour. Yields the product BrC=1C=NC=C(C(=O)N)C1 (5-bromonicotinamide). Isolated yield 46.4%. Reaction SMILES: [Br:1][C:2]1[CH:3]=[N:4][CH:5]=[C:6]([CH:10]=1)[C:7](O)=[O:8].[Cl-].[NH4+].Cl.C([N:16]=C=NCCCN(C)C)C.O.ON1C2C=CC=CC=2N=N1>CN(C=O)C.O.C(OCC)(=O)C.C(N(CC)CC)C>[Br:1][C:2]1[CH:3]=[N:4][CH:5]=[C:6]([CH:10]=1)[C:7]([NH2:16])=[O:8] |f:1.2,3.4,5.6|. Reported procedure: 5-Bromonicotinic acid (5.05 g), ammonium chloride (2.10 g), 1-ethyl-3-(3-dimethylaminopropyl)-carbodiimide hydrochloride (7.30 g), 1-hydroxy-1H-benzotriazole monohydrate (3.90 g) and triethylamine (5.5 ml) were suspended in DMF (40 ml) and the mixture was stirred at room temperature for 16 hrs. Ethyl acetate and water were added to the reaction mixture and the organic layer was washed with saturated aqueous sodium hydrogen carbonate, water and saturated brine. The organic layer was concentrated ... Starting materials: Cl.CN(CCCN=C=NCC)C (N-(3-dimethylaminopropyl)-N′-ethylcarbodiimide hydrochloride), C(C)(C)(C)OC(=O)NC(C/C=C/C(=O)O)(C)C ((2E)-5-(tert-butoxycarbonylamino)-5-methylhex-2-enoic acid), ON1N=NC2=C1N=CC=C2 (1-hydroxy-7-azabenzotriazole), ClCCl (dichloromethane), C(C1=CC=CC=C1)[C@H](C(=O)N1C[C@@H](CCC1)CN(C)C)N(C([C@](C)(NC)C1=CC2=CC=CC=C2C=C1)=O)C ((2R)-N-[(1R)-1-benzyl-2-((3S)-3-((dimethylamino)methyl)piperidin-1-yl)-2-oxoethyl]-N-methyl-2-(methylamino)-(2-naphthyl)propionamide), C(C)N(C(C)C)C(C)C (ethyldiisopropylamine), ClCCl (dichloromethane). Solvent: CN(C=O)C (N,N-dimethylformamide), C(C)(=O)OCC (ethyl acetate). Reaction conditions: temperature 0 celsius, time 20 minute. Yields the product C(C)(C)(C)OC(NC1(CCC1)C\C=C\C(N(C)[C@H](CC1=CC2=CC=CC=C2C=C1)C(N(C)[C@@H](C(=O)N1C[C@@H](CCC1)CN(C)C)CC1=CC=CC=C1)=O)=O)=O ((1((2E)-3-[N-((1R)-1-{N-[(1R)-1-benzyl-2-((3S)-3-((dimethylamino)methyl)piperidin-1-yl)-2-oxoethyl]-N-methylcarbamoyl}-2-(2-naphthyl)ethyl)-N-methylcarbamoyl]allyl}cyclobutyl)carbamic acid tert-butyl ester). RXN SMILES: Cl.CN(C)[CH2:4][CH2:5][CH2:6]N=C=NCC.[C:13]([O:17][C:18]([NH:20][C:21]([CH3:29])([CH3:28])[CH2:22]/[CH:23]=[CH:24]/[C:25]([OH:27])=O)=[O:19])([CH3:16])([CH3:15])[CH3:14].ON1[C:35]2N=[CH:37][CH:38]=[CH:39][C:34]=2N=N1.[CH2:40]([C@@H:47]([N:60]([CH3:77])[C:61](=[O:76])[C@@:62](C1C=CC2C(=CC=CC=2)C=1)([NH:64][CH3:65])[CH3:63])[C:48]([N:50]1[CH2:55][CH2:54][CH2:53][C@@H:52]([CH2:56][N:57]([CH3:59])[CH3:58])[CH2:51]1)=[O:49])[C:41]1[CH:46]=[CH:45][CH:44]=[CH:43][CH:42]=1.[CH2:78](N(C(C)C)C(C)C)[CH3:79].Cl[CH2:88]Cl>CN(C)C=O.C(OCC)(=O)C>[C:13]([O:17][C:18](=[O:19])[NH:20][C:21]1([CH2:22]/[CH:23]=[CH:24]/[C:25](=[O:27])[N:64]([C@@H:62]([C:61](=[O:76])[N:60]([C@H:47]([CH2:40][C:41]2[CH:46]=[CH:45][CH:44]=[CH:43][CH:42]=2)[C:48]([N:50]2[CH2:55][CH2:54][CH2:53][C@@H:52]([CH2:56][N:57]([CH3:59])[CH3:58])[CH2:51]2)=[O:49])[CH3:77])[CH2:63][C:4]2[CH:5]=[CH:6][C:79]3[C:34](=[CH:39][CH:38]=[CH:37][CH:78]=3)[CH:35]=2)[CH3:65])[CH2:29][CH2:88][CH2:28]1)([CH3:14])([CH3:15])[CH3:16] |f:0.1|. Procedure: At 0° C., N-(3-dimethylaminopropyl)-N′-ethylcarbodiimide hydrochloride (85 mg, 0.44 mmol) was added to a solution of (2E)-5-(tert-butoxycarbonylamino)-5-methylhex-2-enoic acid (113 mg, 0.44 mmol) and 1-hydroxy-7-azabenzotriazole (60 mg, 0.44 mmol) in dichloromethane (5 ml) and N,N-dimethylformamide (5 ml). The reaction mixture was stirred for 20 min at 0° C. A solution of (2R)-N-[(1R)-1-benzyl-2-((3S)-3-((dimethylamino)methyl)piperidin-1-yl)-2-oxoethyl]-N-methyl-2-(methylamino)-(2-naphthyl)propi... The reactants are SC=1NC2=C(N1)C=CC=C2 (2-mercaptobenzimidazole), C(=O)([O-])[O-].[K+].[K+] (K2CO3), ClCC=1N=CC=C2C1SC=C2C (7-chloromethyl-3-methylthieno[2, 3-c]pyridine). Run in CN(C)C=O (DMF). Run at time 2 hour. Product: CC1=CSC2=C(N=CC=C21)CSC=2NC1=C(N2)C=CC=C1 (2-[(3-methylthieno[2, 3-c]pyridin-7-yl)methylthio]benzimidazole). RXN SMILES: [SH:1][C:2]1[NH:3][C:4]2[CH:10]=[CH:9][CH:8]=[CH:7][C:5]=2[N:6]=1.C([O-])([O-])=O.[K+].[K+].Cl[CH2:18][C:19]1[N:20]=[CH:21][CH:22]=[C:23]2[C:27]([CH3:28])=[CH:26][S:25][C:24]=12>CN(C=O)C>[CH3:28][C:27]1[C:23]2[C:24](=[C:19]([CH2:18][S:1][C:2]3[NH:3][C:4]4[CH:10]=[CH:9][CH:8]=[CH:7][C:5]=4[N:6]=3)[N:20]=[CH:21][CH:22]=2)[S:25][CH:26]=1 |f:1.2.3|. Procedure details: To a suspension of 1.82 g of 2-mercaptobenzimidazole and 6.7 g of K2CO3 in 35 ml of DMF was added 2.4 g of 7-chloromethyl-3-methylthieno[2, 3-c]pyridine, and the mixture was stirred for 2 hr. DMF was evaporated under reduced pressure, and CHCl3 was added to the residue for extraction. The CHCl3 layer was washed with water and dried. Then, CHCl3 was removed by evaporation, and ether was added to he residue, whereby 3.41 g (Yield : 90.5%) of the objective product (Ia-11), 2-[(3-methylthieno[2, 3-c... Starting materials: Cl.FC=1C=C(C(=N)N)C=CC1C (3-fluoro-4-methylbenzamidine hydrochloride), ClC=1C=C(C=CC1F)S(=O)(=O)Cl (3-chloro-4-fluorophenyl sulfonylchloride), CN1CCOCC1 (N-methylmorpholine). Run in C1CCOC1 (THF). Yields the product ClC=1C=C(C=CC1F)S(=O)(=O)NC(C1=CC(=C(C=C1)C)F)=N (N-[3-chloro-4-fluorophenylsulfonyl]-3-fluoro-4-methylbenzamidine). Yield: 35.8%. Reaction SMILES: Cl.[F:2][C:3]1[CH:4]=[C:5]([CH:9]=[CH:10][C:11]=1[CH3:12])[C:6]([NH2:8])=[NH:7].[Cl:13][C:14]1[CH:15]=[C:16]([S:21](Cl)(=[O:23])=[O:22])[CH:17]=[CH:18][C:19]=1[F:20].CN1CCOCC1>C1COCC1>[Cl:13][C:14]1[CH:15]=[C:16]([S:21]([NH:7][C:6](=[NH:8])[C:5]2[CH:9]=[CH:10][C:11]([CH3:12])=[C:3]([F:2])[CH:4]=2)(=[O:22])=[O:23])[CH:17]=[CH:18][C:19]=1[F:20] |f:0.1|. Procedure details: Add 3-fluoro-4-methylbenzamidine hydrochloride (0.025 g, 0.133 mmol) in THF (0.5 mL) to 3-chloro-4-fluorophenyl sulfonylchloride (0.0304 g, 0.133 mmol) followed by N-methylmorpholine (0.2 mL). The reaction mixture was concentrated and chromatographed using reverse phase chromatography (gradient of 5–95% (0.1% TFA in CH3CN) in (0.1% TFA in H2O). A white solid (16.4 mg, 36%) was isolated. ES Positive Ion MS [M+H]+ ions observed: m/z 345 (35Cl) and m/z 347 (37Cl).